Dataset: the Open Reaction Database (ORD), a public repository of structured organic reaction records. Task: describe an organic reaction: reactants, conditions, products, and yield Run in O (water), CO (methanol), O1CCCC1 (tetrahydrofuran). RXN SMILES: [OH:1][C:2]1[CH:10]=[CH:9][C:5]([C:6]([OH:8])=[O:7])=[CH:4][C:3]=1[Cl:11].[OH-].[Na+].[CH2:14](Br)[CH2:15][CH2:16][CH2:17][CH2:18][CH2:19][CH2:20][CH2:21][CH2:22][CH2:23][CH2:24][CH3:25].Cl>CO.O1CCCC1.O>[CH2:25]([O:1][C:2]1[CH:10]=[CH:9][C:5]([C:6]([OH:8])=[O:7])=[CH:4][C:3]=1[Cl:11])[CH2:24][CH2:23][CH2:22][CH2:21][CH2:20][CH2:19][CH2:18][CH2:17][CH2:16][CH2:15][CH3:14] |f:1.2|. Yields the product C(CCCCCCCCCCC)OC1=C(C=C(C(=O)O)C=C1)Cl (4-n-dodecyloxy-3-chlorobenzoic acid). The reactants are [OH-].[Na+] (sodium hydroxide), [OH-].[Na+] (sodium hydroxide), aqueous solution, OC1=C(C=C(C(=O)O)C=C1)Cl (4-hydroxy-3-chlorobenzoic acid), C(CCCCCCCCCCC)Br (n-dodecyl bromide), Cl (hydrochloric acid). Procedure: In a mixed solvent of methanol and tetrahydrofuran was dissolved 5.17 g of 4-hydroxy-3-chlorobenzoic acid, and a solution of 2.4 g of sodium hydroxide in 5 ml of water was added to the solution. Then, 10 ml of n-dodecyl bromide was added dropwise to the mixture and the resulting mixture was refluxed for 2 hours. Then, 1.2 g of sodium hydroxide was further added and the mixture was refluxed for 1 hour. The thus-obtained solution was put in a 1N aqueous solution of hydrochloric acid, and the preci... Starting materials: Cl (hydrochloric acid), solution, C(C=C)[Mg]Br (allylmagnesium bromide), C(=O)C1=CC=C(C(=O)OC(C)(C)C)C=C1 (t-butyl 4-formylbenzoate). Solvent: C(C)OCC (diethyl ether), O1CCCC1 (tetrahydrofuran). Product: OC(CC=C)C1=CC=C(C(=O)OC(C)(C)C)C=C1 (t-butyl 4-(1-hydroxy-3-butenyl)benzoate). As a reaction SMILES: [CH2:1]([Mg]Br)[CH:2]=[CH2:3].[CH:6]([C:8]1[CH:20]=[CH:19][C:11]([C:12]([O:14][C:15]([CH3:18])([CH3:17])[CH3:16])=[O:13])=[CH:10][CH:9]=1)=[O:7].Cl>C(OCC)C.O1CCCC1>[OH:7][CH:6]([C:8]1[CH:20]=[CH:19][C:11]([C:12]([O:14][C:15]([CH3:16])([CH3:17])[CH3:18])=[O:13])=[CH:10][CH:9]=1)[CH2:3][CH:2]=[CH2:1]. Procedure: A 1.0M solution (200 ml, 200 ml) of allylmagnesium bromide in diethyl ether was dropped into a solution of t-butyl 4-formylbenzoate (30.9 g, 150 mmol) in anhydrous tetrahydrofuran, while stirring the latter under cooling with ice in a nitrogen stream. After the completion of the dropping, the obtained mixture was further stirred for 30 minutes, followed by the addition of 220 ml of 1N hydrochloric acid cooled with ice. The obtained mixture was vigorously stirred. The aqueous layer was further ex... The reactants are FC(S(=O)(=O)C=1C=C(C=CC1)C1=CC=NC=C1)(F)F (4-(3-Trifluoromethylsulfonylphenyl)-Pyridine), ICCC (1-iodo-propane). Reaction conditions: temperature 100 celsius. Product: C(CC)N1CCC(=CC1)C1=CC(=CC=C1)S(=O)(=O)C(F)(F)F (1-propyl-4-(3-trifluoromethylsulfonylphenyl)-1,2,3,6-tetrahydropyridine). Reaction SMILES: [F:1][C:2]([F:19])([F:18])[S:3]([C:6]1[CH:7]=[C:8]([C:12]2[CH:17]=[CH:16][N:15]=[CH:14][CH:13]=2)[CH:9]=[CH:10][CH:11]=1)(=[O:5])=[O:4].I[CH2:21][CH2:22][CH3:23]>>[CH2:21]([N:15]1[CH2:14][CH:13]=[C:12]([C:8]2[CH:9]=[CH:10][CH:11]=[C:6]([S:3]([C:2]([F:1])([F:18])[F:19])(=[O:5])=[O:4])[CH:7]=2)[CH2:17][CH2:16]1)[CH2:22][CH3:23]. Reported procedure: 4-(3-Trifluoromethylsulfonylphenyl)-Pyridine (0.3 g) was dissolved in 1-iodo-propane (2 ml) and heated to 100° C. for 2 h. Then the voilatiles were evaporated and the residue redissolved in abs EtOH (20 ml) and NaBH4 (340 mg) was added portions wise at −20° C. The mixture was then allowed to reach r.t. and stirred over night. To the mixture was added 10% Na2CO3 solution (20 ml). The aqueous layer was extracted with CH2Cl2 and the combined organic phases were dried (MgSO4), filtered and evaporate... Reactants: COC(=O)C1=C(C)NC(C)=C(C(=O)O)C1c1cccc([N+](=O)[O-])c1, Cc1ccccc1, C(=NC1CCCCC1)=NC1CCCCC1, OCc1nc2ccc(Cc3ncc[nH]3)cc2o1. Product: COC(=O)C1=C(C)NC(C)=C(C(=O)OCc2nc3ccc(Cc4ncc[nH]4)cc3o2)C1c1cccc([N+](=O)[O-])c1. RXN SMILES: [CH3:1][C:2]1=[C:7]([C:8](=[O:9])[OH:10])[CH:6]([c:11]2[cH:12][c:13]([N+:17](=[O:18])[O-:19])[cH:14][cH:15][cH:16]2)[C:5]([C:20](=[O:21])[O:22][CH3:23])=[C:4]([CH3:24])[NH:3]1.[CH3:57][c:58]1[cH:59][cH:60][cH:61][cH:62][cH:63]1.[CH:42]1([N:43]=[C:44]=[N:45][CH:46]2[CH2:47][CH2:48][CH2:49][CH2:50][CH2:51]2)[CH2:52][CH2:53][CH2:54][CH2:55][CH2:56]1.[OH:25][CH2:26][c:27]1[o:28][c:29]2[c:30]([n:31]1)[cH:32][cH:33][c:34]([CH2:36][c:37]1[nH:38][cH:39][cH:40][n:41]1)[cH:35]2>>[CH3:1][C:2]1=[C:7]([C:8](=[O:9])[O:10][CH2:26][c:27]2[o:28][c:29]3[c:30]([n:31]2)[cH:32][cH:33][c:34]([CH2:36][c:37]2[n:38][cH:39][cH:40][nH:41]2)[cH:35]3)[CH:6]([c:11]2[cH:12][c:13]([N+:17](=[O:18])[O-:19])[cH:14][cH:15][cH:16]2)[C:5]([C:20](=[O:21])[O:22][CH3:23])=[C:4]([CH3:24])[NH:3]1. Starting materials: C(CC)(=O)O[C@@H]1[C@]2(C)[C@@H](CC1)[C@@H]1CCC3=CCC[C@@H]([C@]3(COC(CC)=O)[C@H]1CC2)C (1α-methyl-4-androstene-17β,19-diol dipropionate), 1α,17α-dimethyl-4-androstene-17β,19-diol, CC1=C2CC[C@H]3[C@@H]4CC[C@@H]([C@@]4(C)CC[C@@H]3[C@]2(CCC1)CO)O (4-methyl-4-androstene-17β,19-diol). Product: 1α,17α-dimethyl-4-androstene-17β,19-diol dipropionate, C(CC)(=O)O[C@@H]1[C@]2(C)[C@@H](CC1)[C@@H]1CCC3=C(CCC[C@]3(COC(CC)=O)[C@H]1CC2)C (4-methyl-4-androstene-17β,19-diol dipropionate). Reaction SMILES: [CH3:1]C1CCC[C@@]2(CO)C=1CC[C@@H]1[C@@H]2CC[C@@]2(C)[C@H]1CC[C@@H]2O.[C:23]([O:27][C@H:28]1[CH2:33][CH2:32][C@H:31]2[C@H:34]3[C@H:49]([CH2:50][CH2:51][C@:29]12[CH3:30])[C@:42]1([CH2:43][O:44][C:45](=[O:48])[CH2:46][CH3:47])[C:37](=[CH:38][CH2:39][CH2:40][C@@H:41]1C)[CH2:36][CH2:35]3)(=[O:26])[CH2:24][CH3:25]>>[C:23]([O:27][C@H:28]1[CH2:33][CH2:32][C@H:31]2[C@H:34]3[C@H:49]([CH2:50][CH2:51][C@:29]12[CH3:30])[C@:42]1([CH2:43][O:44][C:45](=[O:48])[CH2:46][CH3:47])[C:37](=[C:38]([CH3:1])[CH2:39][CH2:40][CH2:41]1)[CH2:36][CH2:35]3)(=[O:26])[CH2:24][CH3:25]. Procedure details: Substituting 1α,17α-dimethyl-4-androstene-17β,19-diol and 4-methyl-4-androstene-17β,19-diol for the 1α-methyl-4-androstene-17β,19-diol above results in the preparation of 1α,17α-dimethyl-4-androstene-17β,19-diol dipropionate and 4-methyl-4-androstene-17β,19-diol dipropionate Starting materials: COC(=O)c1ccc(-c2cc(F)ccc2F)c(C2=CCCC2(C)C)c1, CO, [H][H]. Product: COC(=O)c1ccc(-c2cc(F)ccc2F)c(C2CCCC2(C)C)c1. RXN SMILES: [CH3:1][C:2]1([CH3:25])[CH2:3][CH2:4][CH:5]=[C:6]1[c:7]1[c:8](-[c:17]2[c:18]([F:24])[cH:19][cH:20][c:21]([F:23])[cH:22]2)[cH:9][cH:10][c:11]([C:13](=[O:14])[O:15][CH3:16])[cH:12]1.[CH3:28][OH:29].[H:26][H:27]>>[CH3:1][C:2]1([CH3:25])[CH2:3][CH2:4][CH2:5][CH:6]1[c:7]1[c:8](-[c:17]2[c:18]([F:24])[cH:19][cH:20][c:21]([F:23])[cH:22]2)[cH:9][cH:10][c:11]([C:13](=[O:14])[O:15][CH3:16])[cH:12]1. The reactants are C(Cl)(Cl)Cl (chloroform), CN1C(CC[C@@]2(C3=C(CC[C@@H]12)C=C(C=C3)Br)C)=O ((+)-(4aR)-(10bR)-4-methyl-8-bromo-10b-methyl-1,2,3,4,4a,5,6,10b-octahydrobenzo[f]quinolin-3-one), C(C)(C)(C)C(=O)NC1=CC=C(C=C1)B(O)O (4-t-butylcarbonylaminophenylboronic acid), C([O-])([O-])=O.[Na+].[Na+] (sodium carbonate), C1CCOC1 (THF). The reagents and catalysts are [Pd].C1(=CC=CC=C1)P(C1=CC=CC=C1)C1=CC=CC=C1.C1(=CC=CC=C1)P(C1=CC=CC=C1)C1=CC=CC=C1.C1(=CC=CC=C1)P(C1=CC=CC=C1)C1=CC=CC=C1.C1(=CC=CC=C1)P(C1=CC=CC=C1)C1=CC=CC=C1 (tetrakis (triphenylphosphine) palladium (0)). The product is CN1C(CC[C@@]2(C3=C(CC[C@@H]12)C=C(C=C3)C3=C(C=C(C=C3)C(=O)C(C)(C)C)N)C)=O ((+)-(4aR)-(10bR)-4-methyl-8-(4-t-butylcarbonyl-aminophenyl)-10b-methyl-1,2,3,4,4a,5,6,10b-octahydrobenzo [f]quinolin-3-one). Isolated yield 40.0%. Reaction SMILES: [CH3:1][N:2]1[C@H:11]2[C@@:6]([CH3:17])([C:7]3[CH:15]=[CH:14][C:13](Br)=[CH:12][C:8]=3[CH2:9][CH2:10]2)[CH2:5][CH2:4][C:3]1=[O:18].C(C([NH:25][C:26]1[CH:31]=[CH:30][C:29](B(O)O)=[CH:28][CH:27]=1)=O)(C)(C)C.[C:35](=[O:38])([O-])[O-].[Na+].[Na+].[CH2:41]1[CH2:45]OC[CH2:42]1.[CH:46](Cl)(Cl)Cl>[Pd].C1(P(C2C=CC=CC=2)C2C=CC=CC=2)C=CC=CC=1.C1(P(C2C=CC=CC=2)C2C=CC=CC=2)C=CC=CC=1.C1(P(C2C=CC=CC=2)C2C=CC=CC=2)C=CC=CC=1.C1(P(C2C=CC=CC=2)C2C=CC=CC=2)C=CC=CC=1>[CH3:1][N:2]1[C@H:11]2[C@@:6]([CH3:17])([C:7]3[CH:15]=[CH:14][C:13]([C:31]4[CH:30]=[CH:29][C:28]([C:35]([C:41]([CH3:42])([CH3:45])[CH3:46])=[O:38])=[CH:27][C:26]=4[NH2:25])=[CH:12][C:8]=3[CH2:9][CH2:10]2)[CH2:5][CH2:4][C:3]1=[O:18] |f:2.3.4,7.8.9.10.11|. Procedure: A 15 mL round bottom flask was charged with (+)-(4aR)-(10bR)-4-methyl-8-bromo-10b-methyl-1,2,3,4,4a,5,6,10b-octahydrobenzo[f]quinolin-3-one (200 mg, 0.65 mmol), tetrakis (triphenylphosphine) palladium (0) (50 mg, 0.04 mmol), 4-t-butylcarbonylaminophenylboronic acid (172 mg, 0.78 mmol), 0.65 mL of 2M sodium carbonate solution and 2 mL of THF, fitted with a reflux condenser, and the stirred mixture was heated at 80°, under nitrogen, for 24 h. The mixture was cooled, diluted with chloroform (50 mL)... The reactants are ClC=1C=CC=2N(N1)C=C(N2)C(=O)OCC (Ethyl 6-chloroimidazo[1,2-b]pyridazine-2-carboxylate), C[Al](C)C (Trimethylaluminum), C(C)(C)N (isopropylamine). Run in O1CCCC1 (tetrahydrofuran). Conditions: temperature 0 celsius, time 8 hour. Yields the product ClC=1C=CC=2N(N1)C=C(N2)C(=O)NC(C)C (6-Chloro-N-isopropylimidazo[1,2-b]pyridazine-2-carboxamide). Reaction SMILES: [Cl:1][C:2]1[CH:3]=[CH:4][C:5]2[N:6]([CH:8]=[C:9]([C:11]([O:13]CC)=O)[N:10]=2)[N:7]=1.C[Al](C)C.[CH:20]([NH2:23])([CH3:22])[CH3:21]>O1CCCC1>[Cl:1][C:2]1[CH:3]=[CH:4][C:5]2[N:6]([CH:8]=[C:9]([C:11]([NH:23][CH:20]([CH3:22])[CH3:21])=[O:13])[N:10]=2)[N:7]=1. Procedure details: Ethyl 6-chloroimidazo[1,2-b]pyridazine-2-carboxylate (250 mg, 1.11 mmol) was taken up in tetrahydrofuran and cooled to 0° C. Trimethylaluminum (6.6 mL, 13.3 mmol) was added dropwise followed by the addition of isopropylamine (0.4 mL, 2.2 mmol). The cold bath was removed and the reaction was allowed to proceed overnight at room temperature. The reaction was then quenched slowly with methanol, and stirred for 10 minutes. The resulting mixture was filtered, washing the solids with ethyl acetate and... Starting materials: O=C(c1ccc(Cl)cc1)c1ccc(CBr)cc1, [H-], [Na+], CN(C)C=O, O, Cn1cnc2c1c(=O)[nH]c(=O)n2C. Yields the product Cn1cnc2c1c(=O)n(Cc1ccc(C(=O)c3ccc(Cl)cc3)cc1)c(=O)n2C. As a reaction SMILES: [Cl:21][c:22]1[cH:23][cH:24][c:25]([C:26](=[O:27])[c:28]2[cH:29][cH:30][c:31]([CH2:32][Br:33])[cH:34][cH:35]2)[cH:36][cH:37]1.[H-:19].[Na+:20].[O:14]=[CH:15][N:16]([CH3:17])[CH3:18].[OH2:38].[nH:1]1[c:2](=[O:3])[n:4]([CH3:5])[c:6]2[n:7][cH:8][n:9]([CH3:10])[c:11]2[c:12]1=[O:13]>>[n:1]1([CH2:32][c:31]2[cH:30][cH:29][c:28]([C:26]([c:25]3[cH:24][cH:23][c:22]([Cl:21])[cH:37][cH:36]3)=[O:27])[cH:35][cH:34]2)[c:2](=[O:3])[n:4]([CH3:5])[c:6]2[n:7][cH:8][n:9]([CH3:10])[c:11]2[c:12]1=[O:13].